Dataset: the Open Reaction Database (ORD), a public repository of structured organic reaction records. Task: describe an organic reaction: reactants, conditions, products, and yield Reactants: FC(C(=O)[O-])(F)F (trifluoroacetate), F[C@@H]1[C@@H](C1)NC=C(C(=O)OCC)C(C1=C(C=C(C(=C1)F)F)F)=O (ethyl 3-(cis-2-fluorocyclopropyl)amino-2-(2,4,5-trifluorobenzoyl)acrylate), [H-].[Na+] (sodium hydride), C(C)OC=C(C(=O)OCC)C(C1=C(C=C(C(=C1)F)F)F)=O (ethyl 3-ethoxy-2-(2,4,5-trifluorobenzoyl)acrylate), NC1C(C1)F (1-amino-2-fluorocyclopropane). Run in O1CCOCC1 (dioxane), C(C)N(CC)CC (triethylamine). Product: FC1C(C1)N1C=C(C(C2=CC(=C(C=C12)F)F)=O)C(=O)OCC (ethyl 1-(2-fluorocyclopropyl)-6,7-difluoro-1,4-dihydro-4-oxoquinoline-3-carboxylate). Reaction SMILES: C(OC=C(C(=O)C1C=C(F)C(F)=CC=1F)C(OCC)=O)C.NC1CC1F.FC(F)(F)C([O-])=O.[F:34][C@H:35]1[CH2:37][C@H:36]1[NH:38][CH:39]=[C:40]([C:46](=[O:56])[C:47]1[CH:52]=[C:51]([F:53])[C:50]([F:54])=[CH:49][C:48]=1F)[C:41]([O:43][CH2:44][CH3:45])=[O:42].[H-].[Na+]>O1CCOCC1.C(N(CC)CC)C>[F:34][CH:35]1[CH2:37][CH:36]1[N:38]1[C:48]2[C:47](=[CH:52][C:51]([F:53])=[C:50]([F:54])[CH:49]=2)[C:46](=[O:56])[C:40]([C:41]([O:43][CH2:44][CH3:45])=[O:42])=[CH:39]1 |f:4.5|. Reported procedure: As for the method for producing the starting materials, an example for the preparation of the compound (IIa) is described below: ##STR7## That is, ethyl 3-ethoxy-2-(2,4,5-trifluorobenzoyl)acrylate (VIa; R4 =C2H5) is reacted with 1-amino-2-fluorocyclopropane (or an acid addition salt thereof such as trifluoroacetate in the presence of at least a molar equivalent of a proper base such as triethylamine), and the resulting ethyl 3-(cis-2-fluorocyclopropyl)amino-2-(2,4,5-trifluorobenzoyl)acrylate (VI... Starting materials: N12CCCCCC2=NCCC1 (1,8-diazabicyclo[5.4.0]undec-7-ene), SC1=NC=CC=N1 (2-mercaptopyrimidine), ClCC1=C(C=CC=C1)S(=O)(=O)N (2-chloromethylbenzenesulfonamide). Run in O (water), C(C)#N (acetonitrile). Reaction conditions: time 70 hour. The product is S(N)(=O)(=O)C1=C(C=CC=C1)CSC1=NC=CC=N1 (2-(2-sulfamoylphenylmethylthio)pyrimidine). Yield: 85.2%. Reaction SMILES: N12CCCN=C1CCCCC2.[SH:12][C:13]1[N:18]=[CH:17][CH:16]=[CH:15][N:14]=1.Cl[CH2:20][C:21]1[CH:26]=[CH:25][CH:24]=[CH:23][C:22]=1[S:27]([NH2:30])(=[O:29])=[O:28]>C(#N)C.O>[S:27]([C:22]1[CH:23]=[CH:24][CH:25]=[CH:26][C:21]=1[CH2:20][S:12][C:13]1[N:18]=[CH:17][CH:16]=[CH:15][N:14]=1)(=[O:28])(=[O:29])[NH2:30]. Reported procedure: With cooling, 7.9 g of 97% 1,8-diazabicyclo[5.4.0]undec-7-ene are added to a suspension of 5.7 g of 98% 2-mercaptopyrimidine in 50 ml of acetonitrile. To the yellowish solution so obtained are added 10.3 g of 2-chloromethylbenzenesulfonamide. The reaction solution is stirred for 70 hours at 20°-22° C. and then diluted with 1 liter of water. The precipitate is isolated by filtration and dried, affording 12.0 g (85% of theory) of 2-(2-sulfamoylphenylmethylthio)pyrimidine of m.p. 128°-130° C. Reactants: ClC(Cl)Cl, O=C(OO)c1cccc(Cl)c1, ClCCl, CSc1c(C(F)(F)F)nn(-c2c(Cl)cc(C(F)(F)F)cc2Cl)c1N. Yields the product CS(=O)c1c(C(F)(F)F)nn(-c2c(Cl)cc(C(F)(F)F)cc2Cl)c1N. Reaction SMILES: [CH:36]([Cl:37])([Cl:38])[Cl:39].[Cl:25][c:26]1[cH:27][cH:28][cH:29][c:30]([C:31]([O:32][OH:34])=[O:33])[cH:35]1.[Cl:40][CH2:41][Cl:42].[NH2:1][c:2]1[c:3]([S:23][CH3:24])[c:4]([C:19]([F:20])([F:21])[F:22])[n:5][n:6]1-[c:7]1[c:8]([Cl:18])[cH:9][c:10]([C:14]([F:15])([F:16])[F:17])[cH:11][c:12]1[Cl:13]>>[NH2:1][c:2]1[c:3]([S:23]([CH3:24])=[O:33])[c:4]([C:19]([F:20])([F:21])[F:22])[n:5][n:6]1-[c:7]1[c:8]([Cl:18])[cH:9][c:10]([C:14]([F:15])([F:16])[F:17])[cH:11][c:12]1[Cl:13]. Starting materials: Cc1ccccc1, O=[N+]([O-])c1cccnc1Cl, Nc1ccccc1C(=O)c1ccccc1Cl, [Na+], [OH-]. Yields the product O=C(c1ccccc1Cl)c1ccccc1Nc1ncccc1[N+](=O)[O-]. As a reaction SMILES: [CH3:29][c:30]1[cH:31][cH:32][cH:33][cH:34][cH:35]1.[Cl:17][c:18]1[n:19][cH:20][cH:21][cH:22][c:23]1[N+:24](=[O:25])[O-:26].[NH2:1][c:2]1[c:3]([C:4](=[O:5])[c:6]2[c:7]([Cl:12])[cH:8][cH:9][cH:10][cH:11]2)[cH:13][cH:14][cH:15][cH:16]1.[Na+:28].[OH-:27]>>[NH:1]([c:2]1[c:3]([C:4](=[O:5])[c:6]2[c:7]([Cl:12])[cH:8][cH:9][cH:10][cH:11]2)[cH:13][cH:14][cH:15][cH:16]1)[c:18]1[n:19][cH:20][cH:21][cH:22][c:23]1[N+:24](=[O:25])[O-:26]. The reactants are OO (H2O2), C(C)(C)OC(C)C.C(C)(C)O (isopropyl ether isopropyl alcohol), OCCN1C(CSCC1)=O (4-(2-hydroxyethyl)-3-thiamorpholinone), C(C)(=O)OC(C)=O (acetic acid-acetic anhydride). The product is OCCN1C(CS(CC1)=O)=O (4-(2-hydroxyethyl)-1-oxo-3-thiamorpholinone). Reaction SMILES: OO.[OH:3][CH2:4][CH2:5][N:6]1[CH2:11][CH2:10][S:9][CH2:8][C:7]1=[O:12].C(OC(=O)C)(=[O:15])C.C(OC(C)C)(C)C.C(O)(C)C>>[OH:3][CH2:4][CH2:5][N:6]1[CH2:11][CH2:10][S:9](=[O:15])[CH2:8][C:7]1=[O:12] |f:3.4|. Procedure: This sulfoxide is prepared by reacting, for a week, one equivalent of H2O2 with 4-(2-hydroxyethyl) 3-thiamorpholinone (obtained in Example 9) solubilized at 0° C. in an acetic acid-acetic anhydride mixture. After concentration of the mixture the resulting liquid is solubilized in a minimum of an isopropyl ether-isopropyl alcohol mixture. Starting with this solution, placed at -25° C., white crystals whose melting point is 45° C. are isolated. The reactants are C(C1=CC=CC=C1)[C@@H]1NC(OC1(C1=CC=CC=C1)C1=CC=CC=C1)=O ((S)-4-benzyl-5,5-diphenyl-2-oxazolidinone), [H][H] (hydrogen). Reagents/catalysts: [Pd] (Pd). The solvent is CO.CC(=O)O (MeOH AcOH). Conditions: time 2 hour. Product: N[C@H](C(C1=CC=CC=C1)C1=CC=CC=C1)CC1=CC=CC=C1 ((S)-2-Amino-1,1,3-triphenyl-propane). Isolated yield 71.3%. As a reaction SMILES: [CH2:1]([C@H:8]1[C:12]([C:19]2[CH:24]=[CH:23][CH:22]=[CH:21][CH:20]=2)([C:13]2[CH:18]=[CH:17][CH:16]=[CH:15][CH:14]=2)OC(=O)[NH:9]1)[C:2]1[CH:7]=[CH:6][CH:5]=[CH:4][CH:3]=1.[H][H]>CO.CC(O)=O.[Pd]>[NH2:9][C@@H:8]([CH2:1][C:2]1[CH:7]=[CH:6][CH:5]=[CH:4][CH:3]=1)[CH:12]([C:19]1[CH:20]=[CH:21][CH:22]=[CH:23][CH:24]=1)[C:13]1[CH:18]=[CH:17][CH:16]=[CH:15][CH:14]=1 |f:2.3|. Procedure: A solution of (S)-4-benzyl-5,5-diphenyl-2-oxazolidinone (7) (940 mg, 2.85 mmol) in MeOH/AcOH and a 10% Pd (121 mg, 1.14 mmol) on activated carbon was shaken for 43 h under 4–5 atm pressure of hydrogen at room temperature. The catalyst was filtered off over Hyflo Super Cell and organic solvents were evaporated under reduced pressure. The resulting residue was treated with HCl, stirred for 2 h at room temperature, made basic with NaOH pellets, and saturated with K2CO3 and NaCl. Organics were then ... The reactants are Br, CO, CC(=O)O, COc1cc(N)cc2ccccc12, CCOC(C)=O, ClCCl, O. Product: Nc1cc(O)c2ccccc2c1. RXN SMILES: [BrH:23].[CH3:17][OH:18].[CH3:19][C:20](=[O:21])[OH:22].[CH3:1][O:2][c:3]1[cH:4][c:5]([NH2:13])[cH:6][c:7]2[cH:8][cH:9][cH:10][cH:11][c:12]12.[CH3:25][CH2:26][O:27][C:28](=[O:29])[CH3:30].[Cl:14][CH2:15][Cl:16].[OH2:24]>>[OH:2][c:3]1[cH:4][c:5]([NH2:13])[cH:6][c:7]2[cH:8][cH:9][cH:10][cH:11][c:12]12. As a reaction SMILES: C(OC(=O)[NH:5][C:6]1[S:7][C:8]2[C:14]([CH:15]3[CH2:20][O:19][CH2:18][CH2:17][O:16]3)=[CH:13][CH:12]=[C:11]([O:21][CH3:22])[C:9]=2[N:10]=1)C.[OH-].[K+]>O1CCOCC1.C(O)CO>[O:16]1[CH2:17][CH2:18][O:19][CH2:20][CH:15]1[C:14]1[C:8]2[S:7][C:6]([NH2:5])=[N:10][C:9]=2[C:11]([O:21][CH3:22])=[CH:12][CH:13]=1 |f:1.2|. Procedure: To a stirred solution of 330 g (9.75 mmol) (+)-(7-[1,4]dioxan-2-yl-4-methoxy-benzothiazol-2-yl)-carbamic acid ethyl ester in 200 ml dioxane and 20 ml ethylene glycol was added 200 ml of a 2 N aq. potassium hydroxide solution and the mixture was heated at 100° C. for 2 days. After cooling to room temperature the mixture was poured onto water and extracted three times with ethyl acetate. The combined organic phases were washed with brine, then dried over sodium sulphate and concentrated in vacuo. ... Isolated yield 84.0%. Reaction conditions: temperature 100 celsius. Product: O1C(COCC1)C1=CC=C(C=2N=C(SC21)N)OC ((+)-7-[1,4]dioxan-2-yl-4-methoxy-benzothiazol-2-ylamine). The reactants are C(C)OC(NC=1SC2=C(N1)C(=CC=C2C2OCCOC2)OC)=O ((+)-(7-[1,4]dioxan-2-yl-4-methoxy-benzothiazol-2-yl)-carbamic acid ethyl ester), [OH-].[K+] (potassium hydroxide). The solvent is O1CCOCC1 (dioxane), C(CO)O (ethylene glycol). Reactants: ClC1=C2C(=NC=C1C(C1=CC(=CC=C1)C)=O)N(N=C2)CC (4-Chloro-1-ethyl-5-(3-methylbenzoyl)-1H-pyrazolo[3,4-b]pyridine), O (water), Cl.NO (hydroxylamine hydrochloride), O.C1(=CC=C(C=C1)S(=O)(=O)O)C (p-toluenesulfonic acid monohydrate). Run in C(C)(=O)O (acetic acid), ClCCl (dichloromethane). Yields the product C(C)N1N=CC2=C1N=CC=1C2=NOC1C=1C=C(C=CC1)C (6-Ethyl-3-(3-tolyl)-6H-isoxazolo[3,4-d]pyrazolo[3,4-b]pyridine). The yield is 75.4%. As a reaction SMILES: Cl[C:2]1[C:7]([C:8](=[O:16])[C:9]2[CH:14]=[CH:13][CH:12]=[C:11]([CH3:15])[CH:10]=2)=[CH:6][N:5]=[C:4]2[N:17]([CH2:20][CH3:21])[N:18]=[CH:19][C:3]=12.Cl.[NH2:23]O.O.C1(C)C=CC(S(O)(=O)=O)=CC=1.O>C(O)(=O)C.ClCCl>[CH2:20]([N:17]1[C:4]2[N:5]=[CH:6][C:7]3[C:2](=[N:23][O:16][C:8]=3[C:9]3[CH:10]=[C:11]([CH3:15])[CH:12]=[CH:13][CH:14]=3)[C:3]=2[CH:19]=[N:18]1)[CH3:21] |f:1.2,3.4|. Reported procedure: 4-Chloro-1-ethyl-5-(3-methylbenzoyl)-1H-pyrazolo[3,4-b]pyridine (2.0 g) and hydroxylamine hydrochloride (6.0 g) were suspended in 200 ml of acetic acid, and to this was added 0.5 g of p-toluenesulfonic acid monohydrate. The reaction mixture was refluxed for 2 hours and then distributed between water and dichloromethane. The organic phase was washed four times with water and once with saturated sodium bicarbonate solution. It was then evaporated and chromatographed over 230-400 mesh silica gel, e... The reactants are COC1=C(C=CC(=C1)C(F)(F)F)N1C2=C(OCC1=O)C=C(C=C2)[N+](=O)[O-] (4-(2-Methoxy-4-(trifluoromethyl)phenyl)-7-nitro-2H-benzo[b][1,4]oxazin-3(4H)-one), C(C)(=O)O (acetic acid). Reagents/catalysts: [Fe] (iron). The solvent is C1CCOC1 (THF), C1CCOC1 (THF). Reaction conditions: temperature 70 celsius. Product: NC=1C=CC2=C(OCC(N2C2=C(C=C(C=C2)C(F)(F)F)OC)=O)C1 (7-amino-4-(2-methoxy-4-(trifluoromethyl)phenyl)-2H-benzo[b][1,4]oxazin-3(4H)-one). Isolated yield 74.4%. As a reaction SMILES: [CH3:1][O:2][C:3]1[CH:8]=[C:7]([C:9]([F:12])([F:11])[F:10])[CH:6]=[CH:5][C:4]=1[N:13]1[C:18](=[O:19])[CH2:17][O:16][C:15]2[CH:20]=[C:21]([N+:24]([O-])=O)[CH:22]=[CH:23][C:14]1=2.C(O)(=O)C>C1COCC1.[Fe]>[NH2:24][C:21]1[CH:22]=[CH:23][C:14]2[N:13]([C:4]3[CH:5]=[CH:6][C:7]([C:9]([F:12])([F:10])[F:11])=[CH:8][C:3]=3[O:2][CH3:1])[C:18](=[O:19])[CH2:17][O:16][C:15]=2[CH:20]=1. Procedure: 4-(2-Methoxy-4-(trifluoromethyl)phenyl)-7-nitro-2H-benzo[b][1,4]oxazin-3(4H)-one (2.1 g, 5.70 mmol) was dissolved in THF (22.81 ml) and acetic acid (17.95 ml, 314 mmol) in a 250 mL rbf, and iron (3.18 g, 57.0 mmol) was added. The flask was sealed and heated to 70° C. for 1 hr until the reaction was complete by LCMS. The reaction was cooled to RT, diluted with THF (50 mL), and filtered through Celite, washing well with 200 mL of THF. The filtrate was concentrated via rotary evaporation, and parti...